The task is: describe an organic reaction: reactants, conditions, products, and yield. This data is from the Open Reaction Database (ORD), a public repository of structured organic reaction records. Reactants: c1ccc(C(OCC2CO2)(c2ccccc2)c2ccccc2)cc1, CC1CNCCC1OC(=O)C(C)(C)C, CCO. The product is CC1CN(CC(O)COC(c2ccccc2)(c2ccccc2)c2ccccc2)CCC1OC(=O)C(C)(C)C. Reaction SMILES: [C:1]([c:2]1[cH:3][cH:4][cH:5][cH:6][cH:7]1)([c:8]1[cH:9][cH:10][cH:11][cH:12][cH:13]1)([c:14]1[cH:15][cH:16][cH:17][cH:18][cH:19]1)[O:20][CH2:21][CH:22]1[O:23][CH2:24]1.[CH3:25][CH:26]1[CH2:27][NH:28][CH2:29][CH2:30][CH:31]1[O:32][C:33]([C:34]([CH3:35])([CH3:36])[CH3:37])=[O:38].[CH3:39][CH2:40][OH:41]>>[C:1]([c:2]1[cH:3][cH:4][cH:5][cH:6][cH:7]1)([c:8]1[cH:9][cH:10][cH:11][cH:12][cH:13]1)([c:14]1[cH:15][cH:16][cH:17][cH:18][cH:19]1)[O:20][CH2:21][CH:22]([OH:23])[CH2:24][N:28]1[CH2:27][CH:26]([CH3:25])[CH:31]([O:32][C:33]([C:34]([CH3:35])([CH3:36])[CH3:37])=[O:38])[CH2:30][CH2:29]1. The reactants are NC=1C=CC=C2CC(NC12)=O (7-aminoindolin-2-one), C(C)(=O)OC(C)=O (acetic anhydride). Yields the product O=C1NC2=C(C=CC=C2C1)NC(C)=O (N-(2-oxoindolin-7-yl)acetamide). The yield is 79.8%. RXN SMILES: [NH2:1][C:2]1[CH:3]=[CH:4][CH:5]=[C:6]2[C:10]=1[NH:9][C:8](=[O:11])[CH2:7]2.[C:12](OC(=O)C)(=[O:14])[CH3:13]>>[O:11]=[C:8]1[CH2:7][C:6]2[C:10](=[C:2]([NH:1][C:12](=[O:14])[CH3:13])[CH:3]=[CH:4][CH:5]=2)[NH:9]1. Reported procedure: According to the method described in example A48a, 7-aminoindolin-2-one (80 mg, 0.54) was reacted with acetic anhydride (66 mg, 0.65 mmol) to give the title compound as a white solid (82 mg, 80%). 1H NMR (400 MHz, CD3OD) δ 7.13 (d, 2H, J=8 Hz), 6.99 (t, 1H, J=8 Hz), 3.57 (s, 2H), 2.16 (s, 3H). MS ESI [M+H]+, calcd for [C10H10N2O2+H]+ 191.08; found m/z 191.0. Yields the product C[C@@H]1CCN(C[C@@H]1N(C)C2=C3C=CNC3=NC=N2)C(=O)CC#N.C(C(=O)O)C(CC(=O)O)(C(=O)O)O (tofacitinib citrate). Yield: 88.7%. Reaction SMILES: [CH3:1][C@H:2]1[C@@H:7]([N:8]([C:10]2[N:18]=[CH:17][N:16]=[C:15]3[C:11]=2[CH:12]=[CH:13][NH:14]3)[CH3:9])[CH2:6][N:5]([C:19]([CH2:21][C:22]#[N:23])=[O:20])[CH2:4][CH2:3]1.Cl.O.[C:26]([OH:38])(=[O:37])[CH2:27][C:28]([CH2:33][C:34]([OH:36])=[O:35])([C:30]([OH:32])=[O:31])[OH:29].C(=O)([O-])[O-].[K+].[K+]>O>[CH3:1][C@H:2]1[C@@H:7]([N:8]([C:10]2[N:18]=[CH:17][N:16]=[C:15]3[C:11]=2[CH:12]=[CH:13][NH:14]3)[CH3:9])[CH2:6][N:5]([C:19]([CH2:21][C:22]#[N:23])=[O:20])[CH2:4][CH2:3]1.[CH2:33]([C:28]([OH:29])([C:30]([OH:32])=[O:31])[CH2:27][C:26]([OH:38])=[O:37])[C:34]([OH:36])=[O:35] |f:0.1,2.3,4.5.6,8.9|. Conditions: temperature 24 celsius, time 12 hour. Reported procedure: Water (0.5 mL) was added to amorphous tofacitinib hydrochloride (530 mg, 1.519 mmol). Complete dissolution was observed. A solution of citric acid monohydrate (480 mg, 2.279 mmol) and potassium carbonate (126 mg, 0.911 mmol) in water (10 mL) was added. A white suspension was formed in approximately 1 to 2 minutes. The suspension was stirred at 23 to 25° C. for 12 hours, filtered, washed with water (2×10 mL) and acetone (5 mL). The damp cake was dried under vacuum (5 torr) at 23 to 25° C. for 4 h... Solvent: O (water), O (Water). The reactants are O.C(CC(O)(C(=O)O)CC(=O)O)(=O)O (citric acid monohydrate), C([O-])([O-])=O.[K+].[K+] (potassium carbonate), C[C@@H]1CCN(C[C@@H]1N(C)C2=C3C=CNC3=NC=N2)C(=O)CC#N.Cl (tofacitinib hydrochloride). Reactants: N1(CCC2=CC=CC=C12)C(=O)C1=CC=C(C=C1)NC1=C(C(=NS1)O)C#N (5-[4-(2,3-dihydro-indole-1-carbonyl)-phenylamino]-3-hydroxy-isothiazole-4-carbonitrile), NC(CO)C (2-amino-propan-1-ol). The solvent is CCO (EtOH). Conditions: temperature 80 celsius. The product is N1(CCC2=CC=CC=C12)C(=O)C1=CC=C(C=C1)NC1=C(C(=NS1)O)C(=N)NC(CO)C (5-[4-(2,3-dihydro-indole-1-carbonyl)-phenylamino]-3-hydroxy-N-(2-hydroxy-1-methyl-ethyl)-isothiazole-4-carboxamidine). RXN SMILES: [N:1]1([C:10]([C:12]2[CH:17]=[CH:16][C:15]([NH:18][C:19]3[S:23][N:22]=[C:21]([OH:24])[C:20]=3[C:25]#[N:26])=[CH:14][CH:13]=2)=[O:11])[C:9]2[C:4](=[CH:5][CH:6]=[CH:7][CH:8]=2)[CH2:3][CH2:2]1.[NH2:27][CH:28]([CH3:31])[CH2:29][OH:30]>CCO>[N:1]1([C:10]([C:12]2[CH:13]=[CH:14][C:15]([NH:18][C:19]3[S:23][N:22]=[C:21]([OH:24])[C:20]=3[C:25]([NH:27][CH:28]([CH3:31])[CH2:29][OH:30])=[NH:26])=[CH:16][CH:17]=2)=[O:11])[C:9]2[C:4](=[CH:5][CH:6]=[CH:7][CH:8]=2)[CH2:3][CH2:2]1. Reported procedure: To 5-[4-(2,3-dihydro-indole-1-carbonyl)-phenylamino]-3-hydroxy-isothiazole-4-carbonitrile 5 (0.362 gm, 1 mmol) in 10 ml anhydrous EtOH was added (2-amino-propan-1-ol (0.375 gm, 5 mmol). The reaction mixture was maintained at 80° C. for 16 h. with stirring, then concentrated to dryness and purified by column chromatography to provide 5-[4-(2,3-dihydro-indole-1-carbonyl)-phenylamino]-3-hydroxy-N-(2-hydroxy-1-methyl-ethyl)-isothiazole-4-carboxamidine 6. Reactants: FC1=C(C=CC=C1F)CSC1=NC(=C(C(=N1)N)N)N (2-[[(2,3-Difluorophenyl)methyl]thio]-4,5,6-pyrimidinetriamine), Cl (hydrochloric acid), C(C=O)(=O)OCC (ethyl glyoxalate), O (Water). The solvent is [Na] (sodium), CO (methanol). Conditions: time 15 minute. The product is NC1=NC(=NC=2NC(C=NC12)=O)SCC1=C(C(=CC=C1)F)F (4-amino-2-[[(2,3-difluorophenyl)methyl]thio]-7(8H)-pteridinone). As a reaction SMILES: [F:1][C:2]1[C:7]([F:8])=[CH:6][CH:5]=[CH:4][C:3]=1[CH2:9][S:10][C:11]1[N:16]=[C:15]([NH2:17])[C:14]([NH2:18])=[C:13]([NH2:19])[N:12]=1.[C:20](OCC)(=O)[CH:21]=[O:22].O.Cl>[Na].CO>[NH2:17][C:15]1[C:14]2[N:18]=[CH:20][C:21](=[O:22])[NH:19][C:13]=2[N:12]=[C:11]([S:10][CH2:9][C:3]2[CH:4]=[CH:5][CH:6]=[C:7]([F:8])[C:2]=2[F:1])[N:16]=1 |^1:28|. Procedure: The product of example 2, step (c) (100 mg) was dissolved in a solution of sodium (0.05 g) in methanol (5 ml). This was left to stir for 15 min at room temperature, then ethyl glyoxalate (134 μl) was added to the mixture which was left to stir for 12 hr at room temperature. Water (5 ml) was added, then concentrated hydrochloric acid was slowly .5 added to acidify the solution to ˜pH5 whereupon a solid precipitated which was isolated by filtration and dried over P2O5 at 50° C. to yield a pale yel... Starting materials: O=C(CBr)Nc1cc(F)cc(F)c1, CC#N, O=C(OC1CN2CCC1CC2)C1(c2ccccc2)CCCCCC1. Yields the product [Br-], O=C(C[N+]12CCC(CC1)C(OC(=O)C1(c3ccccc3)CCCCCC1)C2)Nc1cc(F)cc(F)c1. As a reaction SMILES: [Br:1][CH2:2][C:3](=[O:4])[NH:5][c:6]1[cH:7][c:8]([F:13])[cH:9][c:10]([F:12])[cH:11]1.[CH3:38][C:39]#[N:40].[N:14]12[CH2:15][CH:16]([O:22][C:23](=[O:24])[C:25]3([c:32]4[cH:33][cH:34][cH:35][cH:36][cH:37]4)[CH2:26][CH2:27][CH2:28][CH2:29][CH2:30][CH2:31]3)[CH:17]([CH2:18][CH2:19]1)[CH2:20][CH2:21]2>>[Br-:1].[CH2:2]([C:3](=[O:4])[NH:5][c:6]1[cH:7][c:8]([F:13])[cH:9][c:10]([F:12])[cH:11]1)[N+:14]12[CH2:15][CH:16]([O:22][C:23](=[O:24])[C:25]3([c:32]4[cH:33][cH:34][cH:35][cH:36][cH:37]4)[CH2:26][CH2:27][CH2:28][CH2:29][CH2:30][CH2:31]3)[CH:17]([CH2:18][CH2:19]1)[CH2:20][CH2:21]2. Starting materials: FC=1C=C(C(=O)NC2=CC=C(C3=CC=CC=C23)OC2=NC(=NC=C2)S(=O)(=O)C)C=C(C1)N1CCOCC1 (3-fluoro-N-(4-{[2-(methylsulfonyl)pyrimidin-4-yl]oxy}-1-naphthyl)-5-morpholin-4-ylbenzamide), N#CN (cyanamide). Product: C(#N)NC1=NC=CC(=N1)OC1=CC=C(C2=CC=CC=C12)NC(C1=CC(=CC(=C1)N1CCOCC1)F)=O (N-(4-{[2-(Cyanoamino)pyrimidin-4-yl]oxy}-1-naphthyl)-3-fluoro-5-morpholin-4-ylbenzamide). RXN SMILES: [F:1][C:2]1[CH:3]=[C:4]([CH:29]=[C:30]([N:32]2[CH2:37][CH2:36][O:35][CH2:34][CH2:33]2)[CH:31]=1)[C:5]([NH:7][C:8]1[C:17]2[C:12](=[CH:13][CH:14]=[CH:15][CH:16]=2)[C:11]([O:18][C:19]2[CH:24]=[CH:23][N:22]=[C:21](S(C)(=O)=O)[N:20]=2)=[CH:10][CH:9]=1)=[O:6].[N:38]#[C:39][NH2:40]>>[C:39]([NH:40][C:21]1[N:20]=[C:19]([O:18][C:11]2[C:12]3[C:17](=[CH:16][CH:15]=[CH:14][CH:13]=3)[C:8]([NH:7][C:5](=[O:6])[C:4]3[CH:29]=[C:30]([N:32]4[CH2:37][CH2:36][O:35][CH2:34][CH2:33]4)[CH:31]=[C:2]([F:1])[CH:3]=3)=[CH:9][CH:10]=2)[CH:24]=[CH:23][N:22]=1)#[N:38]. Procedure: Compound is prepared from 3-fluoro-N-(4-{[2-(methylsulfonyl)pyrimidin-4-yl]oxy}-1-naphthyl)-5-morpholin-4-ylbenzamide and cyanamide according to conditions described in general procedure C. 1H NMR (400 MHz, CDCl3) δ 3.21 (t, J=4.8 Hz, 4 H), 3.81 (t, J=5.2 Hz, 4 H), 6.34 (d, J=6.0 Hz, 1 H), 6.70 (d, J=12.0 Hz, 1H), 7.16-7.20 (m, 2 H), 7.32-7.46 (m, 4 H), 7.76-7.78 (s, 1 H), 7.86-7.89 (m 1 H), 8.05 (d, J=6.4 Hz, 1 H), 9.61 (s, 1 H). Run at time 1 hour. Procedure: 15.8 g (55.2 mmol) of 6-(N-acetyl-N-methylamino)-2-formylamino-3-hydroxy-4-methylene-hexanoic acid ethyl ester are dissolved in 150 ml of dichloromethane, and 5.1 ml (66.2 mmol) of thionyl bromide are added dropwise at room temperature. After one hour, 100 ml of water are added and the mixture is stirred vigorously for 10 minutes. The organic phase is separated off, washed in succession with water, 1N KHCO3 solution and again with water, dried over MgSO4, filtered and concentrated by evaporation... The reactants are S(=O)(Br)Br (thionyl bromide), C(C)OC(C(C(C(CCN(C)C(C)=O)=C)O)NC=O)=O (6-(N-acetyl-N-methylamino)-2-formylamino-3-hydroxy-4-methylene-hexanoic acid ethyl ester), O (water). Reaction SMILES: [CH2:1]([O:3][C:4](=[O:20])[CH:5]([NH:17][CH:18]=[O:19])[CH:6](O)[C:7](=[CH2:15])[CH2:8][CH2:9][N:10]([C:12](=[O:14])[CH3:13])[CH3:11])[CH3:2].S(Br)([Br:23])=O.O>ClCCl>[CH2:1]([O:3][C:4](=[O:20])[CH:5]([NH:17][CH:18]=[O:19])[CH:6]=[C:7]([CH2:15][Br:23])[CH2:8][CH2:9][N:10]([C:12](=[O:14])[CH3:13])[CH3:11])[CH3:2]. Run in ClCCl (dichloromethane). Product: C(C)OC(C(C=C(CCN(C)C(C)=O)CBr)NC=O)=O (6-(N-acetyl-N-methylamino)-4-bromomethyl-2-formylamino-hex-3-enoic acid ethyl ester). The reactants are NC1=C(C=CC(=C1)Cl)O (2-amino-4-chlorophenol), CN(C1=CC=CC=C1)C (N,N-dimethylaniline), BrCC(=O)Br (bromoacetyl bromide). Run in CC(=O)C (acetone). The yield is 52.6%. Procedure: To a mixture of 2-amino-4-chlorophenol (19.50 g.) and N,N-dimethylaniline (19.90 g.) in dry acetone (200 ml.) was added dropwise bromoacetyl bromide (33.2 g.) over a period of 15 minutes under ice-cooling at below 10° C. with stirring and stirring was continued for 45 minutes at the same temperature. The reaction mixture was evaporated and to the residue were added ethyl acetate and water. The ethyl acetate layer was washed with 5% hydrochloric acid (twice), water, 5% aqueous solution of sodium ... The product is OC1=C(C=C(C=C1)Cl)NC(CBr)=O (N-(2-Hydroxy-5-chlorophenyl)-2-bromoacetamide). Reaction conditions: time 45 minute. As a reaction SMILES: [NH2:1][C:2]1[CH:7]=[C:6]([Cl:8])[CH:5]=[CH:4][C:3]=1[OH:9].CN(C)C1C=CC=CC=1.[Br:19][CH2:20][C:21](Br)=[O:22]>CC(C)=O>[OH:9][C:3]1[CH:4]=[CH:5][C:6]([Cl:8])=[CH:7][C:2]=1[NH:1][C:21](=[O:22])[CH2:20][Br:19].